This data is from the Open Reaction Database (ORD), a public repository of structured organic reaction records. The task is: describe an organic reaction: reactants, conditions, products, and yield The reactants are NC=1C(=CC(=C(C1)O)Cl)F (5-amino-2-chloro-4-fluorophenol), BrC(C)C (2-bromopropane), C([O-])([O-])=O.[K+].[K+] (potassium carbonate). Product: ClC1=CC(=C(N)C=C1OC(C)C)F (4-Chloro-2-fluoro-5-(1 -methylethoxy)aniline). Isolated yield 62.0%. As a reaction SMILES: [NH2:1][C:2]1[C:3]([F:10])=[CH:4][C:5]([Cl:9])=[C:6]([OH:8])[CH:7]=1.Br[CH:12]([CH3:14])[CH3:13].C(=O)([O-])[O-].[K+].[K+]>>[Cl:9][C:5]1[C:6]([O:8][CH:12]([CH3:14])[CH3:13])=[CH:7][C:2]([NH2:1])=[C:3]([F:10])[CH:4]=1 |f:2.3.4|. Reported procedure: A stirring mixture of 5-amino-2-chloro-4-fluorophenol (22.0 g, 136.19 mmol), 2-bromopropane (38.4 mL, 50.25 g, 408.57 mmol) and potassium carbonate (37.6 g, 273.0 mmol) was heated at reflux for 17 h. The reaction mixture was cooled and filtered. The filtrate was evaporated to dryness under reduced pressure. Flash chromatography yielded the title compound of Step A as a brown oil (17.2 g). 1H NMR (CDCl3): δ7.02 (d, 1H), 6.44 (d, 1H) 4.38 (q, 1H), 3.81 (br s,2H), 1.33 (d,6H). IR (cm-1): 3378.4, 34... Reactants: N (NH3), C1(CCCCC1)N(C(=O)C1=CN2C(=NC3=C2C=CC=C3)S1)C (N-Cyclohexyl-N-methylthiazolo[3,2-a]benzoimidazole-2-carboxamide), ice water, [N+](=O)(O)[O-] (nitric acid). Solvent: S(O)(O)(=O)=O (sulfuric acid). Conditions: time 30 minute. Product: C1(CCCCC1)N(C(=O)C1=CN2C(=NC3=C2C=C(C=C3)[N+](=O)[O-])S1)C (N-Cyclohexyl-N-methyl-6-nitrothiazolo[3,2-a]benzoimidazole-2-carboxamide). RXN SMILES: [CH:1]1([N:7]([CH3:22])[C:8]([C:10]2[S:21][C:13]3=[N:14][C:15]4[CH:20]=[CH:19][CH:18]=[CH:17][C:16]=4[N:12]3[CH:11]=2)=[O:9])[CH2:6][CH2:5][CH2:4][CH2:3][CH2:2]1.[N+:23]([O-])([OH:25])=[O:24].N>S(=O)(=O)(O)O>[CH:1]1([N:7]([CH3:22])[C:8]([C:10]2[S:21][C:13]3=[N:14][C:15]4[CH:20]=[CH:19][C:18]([N+:23]([O-:25])=[O:24])=[CH:17][C:16]=4[N:12]3[CH:11]=2)=[O:9])[CH2:6][CH2:5][CH2:4][CH2:3][CH2:2]1. Reported procedure: The compound of Example 3 (12.3 g) was dissolved in concentrated sulfuric acid, and this was mixed with fuming nitric acid (1.95 ml) under ice-cooling and then stirred at room temperature for 30 minutes. The reaction solution was poured into ice water and neutralized by adding saturated NH3 aqueous solution, and then the thus formed precipitate was collected by filtration. The thus collected crude crystals were washed with hot MeOH to obtain the title compound (12.7 g). The reactants are C(C)(C)(C)OC(COCC=1C(=C(C=2N(N1)C(=CC2)CC)C=2C=NC=C(C2)C)CCCCC(=O)OCC)=O (ethyl 5-[2-[(2-tert-butoxy-2-oxoethoxy)methyl]-7-ethyl-4-(5-methyl-3-pyridinyl)pyrrolo[1,2-b]pyridazin-3-yl]pentanoate). The solvent is FC(C(=O)O)(F)F (trifluoroacetic acid). Product: C(C)OC(CCCCC1=C(C=2N(N=C1COCC(=O)O)C(=CC2)CC)C=2C=NC=C(C2)C)=O ({[3-(5-ethoxy-5-oxopentyl)-7-ethyl-4-(5-methyl-3-pyridinyl)pyrrolo[1,2-b]pyridazin-2-yl]methoxy}acetic acid). Yield: 103.0%. RXN SMILES: C([O:5][C:6](=[O:37])[CH2:7][O:8][CH2:9][C:10]1[C:11]([CH2:28][CH2:29][CH2:30][CH2:31][C:32]([O:34][CH2:35][CH3:36])=[O:33])=[C:12]([C:21]2[CH:22]=[N:23][CH:24]=[C:25]([CH3:27])[CH:26]=2)[C:13]2[N:14]([C:16]([CH2:19][CH3:20])=[CH:17][CH:18]=2)[N:15]=1)(C)(C)C>FC(F)(F)C(O)=O>[CH2:35]([O:34][C:32](=[O:33])[CH2:31][CH2:30][CH2:29][CH2:28][C:11]1[C:10]([CH2:9][O:8][CH2:7][C:6]([OH:37])=[O:5])=[N:15][N:14]2[C:16]([CH2:19][CH3:20])=[CH:17][CH:18]=[C:13]2[C:12]=1[C:21]1[CH:22]=[N:23][CH:24]=[C:25]([CH3:27])[CH:26]=1)[CH3:36]. Procedure details: A solution of ethyl 5-[2-[(2-tert-butoxy-2-oxoethoxy)methyl]-7-ethyl-4-(5-methyl-3-pyridinyl)pyrrolo[1,2-b]pyridazin-3-yl]pentanoate (60 mg) in trifluoroacetic acid (2 mL) was stirred at ambient temperature for 2 hours, and evaporated in vacuo to give {[3-(5-ethoxy-5-oxopentyl)-7-ethyl-4-(5-methyl-3-pyridinyl)pyrrolo[1,2-b]pyridazin-2-yl]methoxy}acetic acid as brown oil (55 mg). RXN SMILES: [CH:1]([NH:3][C:4]1[S:5][CH:6]=[C:7]([C:9](=[N:25][O:26][CH2:27][C:28]([O:30]C(C)(C)C)=[O:29])[C:10]([NH:12][CH:13]2[C:23](=[O:24])[N:15]3[C:16]([C:20]([OH:22])=[O:21])=[CH:17][CH2:18][S:19][C@H:14]23)=[O:11])[N:8]=1)=[O:2].C1(OC)C=CC=CC=1.FC(F)(F)C(O)=O.C(=O)(O)[O-].[Na+]>O.C(OCC)(=O)C>[CH:1]([NH:3][C:4]1[S:5][CH:6]=[C:7]([C:9](=[N:25][O:26][CH2:27][C:28]([OH:30])=[O:29])[C:10]([NH:12][CH:13]2[C:23](=[O:24])[N:15]3[C:16]([C:20]([OH:22])=[O:21])=[CH:17][CH2:18][S:19][C@H:14]23)=[O:11])[N:8]=1)=[O:2] |f:3.4|. Yield: 57.4%. The reactants are C(=O)NC=1SC=C(N1)C(C(=O)NC1[C@@H]2N(C(=CCS2)C(=O)O)C1=O)=NOCC(=O)OC(C)(C)C (7-[2-(2-formamidothiazol-4-yl)-2-(tert-butoxycarbonylmethoxyimino)acetamido]-3-cephem-4-carboxylic acid), C1(=CC=CC=C1)OC (anisole), FC(C(=O)O)(F)F (trifluoroacetic acid), C([O-])(O)=O.[Na+] (sodium bicarbonate), resultant solution. Solvent: O (water), C(C)(=O)OCC (Ethyl acetate). Procedure: A mixture of 7-[2-(2-formamidothiazol-4-yl)-2-(tert-butoxycarbonylmethoxyimino)acetamido]-3-cephem-4-carboxylic acid (syn isomer, 2.8 g.), anisole (2.8 ml.) and trifluoroacetic acid (11.2 ml.) was stirred at room temperature for an hour. Ethyl acetate and water were added to the resultant solution and adjusted to pH 7.0 with sodium bicarbonate. The aqueous layer was separated, and the ethyl acetate layer was extracted with water. The aqueous extracts were combined, washed with ethyl acetate and ... Yields the product C(=O)NC=1SC=C(N1)C(C(=O)NC1[C@@H]2N(C(=CCS2)C(=O)O)C1=O)=NOCC(=O)O (7-[2-(2-formamidothiazol-4-yl)-2-carboxymethoxyiminoacetamido]-3-cephem-4-carboxylic acid). The product is CN1CCN=C1c1ccc(NC(=O)C(CC(=O)Nc2ccccc2)NC(=O)Nc2ccc(Cl)cc2)cc1. As a reaction SMILES: [CH3:1][N:2]1[C:3]([c:7]2[cH:8][cH:9][c:10]([NH:13][C:14]([CH:15]([NH:16][C:17](=[O:18])[NH:19][c:20]3[cH:21][cH:22][c:23]([Cl:26])[cH:24][cH:25]3)[CH2:27][C:28](=[O:29])[OH:30])=[O:31])[cH:11][cH:12]2)=[N:4][CH2:5][CH2:6]1.[ClH:32].[NH2:33][c:34]1[cH:35][cH:36][cH:37][cH:38][cH:39]1.[P:40]([Cl:41])([Cl:42])([Cl:43])=[O:44].[cH:45]1[cH:46][cH:47][n:48][cH:49][cH:50]1>>[CH3:1][N:2]1[C:3]([c:7]2[cH:8][cH:9][c:10]([NH:13][C:14]([CH:15]([NH:16][C:17](=[O:18])[NH:19][c:20]3[cH:21][cH:22][c:23]([Cl:26])[cH:24][cH:25]3)[CH2:27][C:28](=[O:30])[NH:33][c:34]3[cH:35][cH:36][cH:37][cH:38][cH:39]3)=[O:31])[cH:11][cH:12]2)=[N:4][CH2:5][CH2:6]1. Reactants: CN1CCN=C1c1ccc(NC(=O)C(CC(=O)O)NC(=O)Nc2ccc(Cl)cc2)cc1, Cl, Nc1ccccc1, O=P(Cl)(Cl)Cl, c1ccncc1. Starting materials: CC(Nc1cc(-c2nc(C3CCN(C(=O)OC(C)(C)C)CC3)n3cnnc3c2-c2cccc(C(F)(F)F)c2)ccn1)c1ccccc1, ClCCl, O=C(O)C(F)(F)F. The product is CC(Nc1cc(-c2nc(C3CCNCC3)n3cnnc3c2-c2cccc(C(F)(F)F)c2)ccn1)c1ccccc1. Reaction SMILES: [C:1]([O:2][C:3](=[O:4])[N:8]1[CH2:9][CH2:10][CH:11]([c:14]2[n:15][c:16](-[c:33]3[cH:34][c:35]([NH:39][CH:40]([CH3:41])[c:42]4[cH:43][cH:44][cH:45][cH:46][cH:47]4)[n:36][cH:37][cH:38]3)[c:17](-[c:23]3[cH:24][c:25]([C:29]([F:30])([F:31])[F:32])[cH:26][cH:27][cH:28]3)[c:18]3[n:19]2[cH:20][n:21][n:22]3)[CH2:12][CH2:13]1)([CH3:5])([CH3:6])[CH3:7].[CH2:55]([Cl:56])[Cl:57].[OH:48][C:49]([C:50]([F:51])([F:52])[F:53])=[O:54]>>[NH:8]1[CH2:9][CH2:10][CH:11]([c:14]2[n:15][c:16](-[c:33]3[cH:34][c:35]([NH:39][CH:40]([CH3:41])[c:42]4[cH:43][cH:44][cH:45][cH:46][cH:47]4)[n:36][cH:37][cH:38]3)[c:17](-[c:23]3[cH:24][c:25]([C:29]([F:30])([F:31])[F:32])[cH:26][cH:27][cH:28]3)[c:18]3[n:19]2[cH:20][n:21][n:22]3)[CH2:12][CH2:13]1.